Dataset: the Open Reaction Database (ORD), a public repository of structured organic reaction records. Task: describe an organic reaction: reactants, conditions, products, and yield Reactants: C(C)(=O)O (acetic acid), N(=O)[O-].[Na+] (sodium nitrite), C1(=CC=C(C=C1)S(=O)(=O)NC1=C(C=CC=C1C)C)C (1-(p-Toluenesulfonamido)-2,6-dimethylbenzene), [N+](=O)(O)[O-] (nitric acid). Solvent: O (water), O (water). Yields the product C1(=CC=C(C=C1)S(=O)(=O)NC1=C(C=C(C=C1C)[N+](=O)[O-])C)C (1-(p-Toluenesulfonamido)-2,6-dimethyl-4-nitrobenzene). As a reaction SMILES: [C:1]1([CH3:19])[CH:6]=[CH:5][C:4]([S:7]([NH:10][C:11]2[C:16]([CH3:17])=[CH:15][CH:14]=[CH:13][C:12]=2[CH3:18])(=[O:9])=[O:8])=[CH:3][CH:2]=1.[N+:20]([O-])([OH:22])=[O:21].C(O)(=O)C.N([O-])=O.[Na+]>O>[C:1]1([CH3:19])[CH:2]=[CH:3][C:4]([S:7]([NH:10][C:11]2[C:16]([CH3:17])=[CH:15][C:14]([N+:20]([O-:22])=[O:21])=[CH:13][C:12]=2[CH3:18])(=[O:8])=[O:9])=[CH:5][CH:6]=1 |f:3.4|. Reported procedure: The sulfonamide intermediate of Example 4 (6.9 g, 0.025 mole) was added to a solution of 6.3 ml of concentrated nitric acid in 50 ml of water, followed by addition of 50 ml of glacial acetic acid and 0.18 g of sodium nitrite. The mixture was heated at reflux for one hour, then poured into 100 ml of water. The crude product thus isolated was recrystallized from ethanol to give 6.5 g of the title compound. Structure assignment was supported by the nmr spectrum and by elemental analysis. As a reaction SMILES: [C:13]([S:14][CH2:15][CH:16]([CH2:17][CH2:18][CH2:19][NH2:20])[C:21]([N:22]1[CH2:23][CH2:24][CH2:25][CH:26]1[C:27]([OH:28])=[O:29])=[O:30])(=[O:31])[CH3:32].[C:1](=[O:2])([CH3:3])[S:4][CH:5]([C:6](=[O:7])[OH:8])[CH2:9][CH2:10][CH2:11][NH2:12]>>[SH:4][CH:5]([C:6](=[O:7])[OH:8])[CH2:9][CH2:10][CH2:11][NH2:12]. Starting materials: CC(=O)SCC(CCCN)C(=O)N1CCCC1C(=O)O, CC(=O)SC(CCCN)C(=O)O. The product is NCCCC(S)C(=O)O. Starting materials: C1CCC2=NCCCN2CC1, CI, CC(C)=O, CCOC(C)=O, CCCCCC(O)C=CC1C(O)CC(O)C1CC=CCCCC(=O)NS(C)(=O)=O. The product is CCCCCC(O)C=CC1C(O)CC(O)C1CC=CCCCC(=O)N(C)S(C)(=O)=O. Reaction SMILES: [CH2:3]1[CH2:4][CH2:5][C:6]2=[N:11][CH2:10][CH2:9][CH2:8][N:7]2[CH2:12][CH2:13]1.[CH3:1][I:2].[CH3:43][C:44](=[O:45])[CH3:46].[CH3:47][CH2:48][O:49][C:50]([CH3:51])=[O:52].[OH:14][CH:15]1[CH:16]([CH:34]=[CH:35][CH:36]([CH2:37][CH2:38][CH2:39][CH2:40][CH3:41])[OH:42])[CH:17]([CH2:21][CH:22]=[CH:23][CH2:24][CH2:25][CH2:26][C:27](=[O:28])[NH:29][S:30](=[O:31])(=[O:32])[CH3:33])[CH:18]([OH:20])[CH2:19]1>>[CH3:3][N:29]([C:27]([CH2:26][CH2:25][CH2:24][CH:23]=[CH:22][CH2:21][CH:17]1[CH:16]([CH:34]=[CH:35][CH:36]([CH2:37][CH2:38][CH2:39][CH2:40][CH3:41])[OH:42])[CH:15]([OH:14])[CH2:19][CH:18]1[OH:20])=[O:28])[S:30](=[O:31])(=[O:32])[CH3:33]. Starting materials: CNC, COc1ccc(N2CCOCC2)c2sc(-c3nc4ccc(Cl)nc4[nH]3)nc12, O. Product: COc1ccc(N2CCOCC2)c2sc(-c3nc4ccc(N(C)C)nc4[nH]3)nc12. Reaction SMILES: [CH3:28][NH:29][CH3:30].[Cl:1][c:2]1[cH:3][cH:4][c:5]2[c:6]([n:7]1)[nH:8][c:9](-[c:11]1[s:12][c:13]3[c:14]([n:15]1)[c:16]([O:26][CH3:27])[cH:17][cH:18][c:19]3[N:20]1[CH2:21][CH2:22][O:23][CH2:24][CH2:25]1)[n:10]2.[OH2:31]>>[c:2]1([N:29]([CH3:28])[CH3:30])[cH:3][cH:4][c:5]2[c:6]([n:7]1)[nH:8][c:9](-[c:11]1[s:12][c:13]3[c:14]([n:15]1)[c:16]([O:26][CH3:27])[cH:17][cH:18][c:19]3[N:20]1[CH2:21][CH2:22][O:23][CH2:24][CH2:25]1)[n:10]2. The reactants are C1CCOC1, CS(C)=O, C[S+](C)C, CCC(=O)c1ccc(F)cc1, [H-], [I-], [Na+], O. Product: CCC1(c2ccc(F)cc2)CO1. RXN SMILES: [CH2:23]1[O:24][CH2:25][CH2:26][CH2:27]1.[CH3:1][S:2]([CH3:3])=[O:4].[CH3:8][S+:9]([CH3:10])[CH3:11].[F:12][c:13]1[cH:14][cH:15][c:16]([C:19]([CH2:20][CH3:21])=[O:22])[cH:17][cH:18]1.[H-:6].[I-:7].[Na+:5].[OH2:28]>>[CH2:8]1[C:19]([c:16]2[cH:15][cH:14][c:13]([F:12])[cH:18][cH:17]2)([CH2:20][CH3:21])[O:22]1. The reactants are OC(CS)(CCCCC)C (2-hydroxy-2-methylheptane-1-thiol), C1(\C=C/C(=O)O1)=O (maleic acid anhydride), OC(CS)(CCCCC)C (2-hydroxy-2-methylheptane-1-thiol), C(C)(C)NC(C)C (diisopropylamine). Run in C(Cl)Cl (methylene chloride), C(Cl)Cl (methylene chloride), C(Cl)Cl (methylene chloride). Reaction conditions: time 15 minute. The product is C(CCCC)C1(CSC(C(O1)=O)CC(=O)O)C (6-pentyl-6-methyl-2-oxo-1,4-oxathiane-3-acetic acid). RXN SMILES: [C:1]1(=[O:7])[O:6][C:4](=[O:5])[CH:3]=[CH:2]1.[OH:8][C:9]([CH3:17])([CH2:12][CH2:13][CH2:14][CH2:15][CH3:16])[CH2:10][SH:11].C(NC(C)C)(C)C>C(Cl)Cl>[CH2:12]([C:9]1([CH3:17])[O:8][C:4](=[O:5])[CH:3]([CH2:2][C:1]([OH:6])=[O:7])[S:11][CH2:10]1)[CH2:13][CH2:14][CH2:15][CH3:16]. Procedure details: Into a mixture consisting of 10 g of maleic acid anhydride, 8.5 g of 2-hydroxy-2-methylheptane-1-thiol and 105 ml of methylene chloride, 1 ml of diisopropylamine, dissolved in 5 ml of methylene chloride is dropped. During this step the temperature is maintained at equal to or less than 30°. An additional 8.5 g of 2-hydroxy-2-methylheptane-1-thiol, dissolved in 5 ml of methylene chloride is added. After 15 minutes the usual work-up is performed. (Usual working up refers to the following procedure...